From a dataset of the Open Reaction Database (ORD), a public repository of structured organic reaction records. describe an organic reaction: reactants, conditions, products, and yield The reagents and catalysts are [Ni] (Raney nickel). Yield: 85.0%. Reactants: BrC=1C=C(C#N)C=CC1F (3-bromo-4-fluoro-benzonitrile), O (water). Procedure details: 17.0 g of a 50% strength alkaline suspension of Raney nickel were filtered under a nitrogen atmosphere and the material on the filter was washed until neutral. The Raney nickel obtained by this method was suspended in 150 ml of formic acid. 20.0 g (0.1 mole) of 3-bromo-4-fluoro-benzonitrile were added to this suspension. The mixture was heated at 80° to 90° C. for 3 to 5 hours and the reaction mixture was then cooled and poured into 300 ml of water. After filtering, the filtrate was twice extrac... Run in C(=O)O (formic acid). Product: BrC=1C=C(C=O)C=CC1F (3-bromo-4-fluoro-benzaldehyde). Reaction SMILES: [Br:1][C:2]1[CH:3]=[C:4]([CH:7]=[CH:8][C:9]=1[F:10])[C:5]#N.[OH2:11]>[Ni].C(O)=O>[Br:1][C:2]1[CH:3]=[C:4]([CH:7]=[CH:8][C:9]=1[F:10])[CH:5]=[O:11]. The solvent is C1CCOC1 (THF). Yields the product CC1=CC=C(C=C1)C(CCCOCCC1=CC=CC=C1)=O (1-(4-methylphenyl)-4-(2-phenylethoxy)-1-butanone). Reactants: 5.c, Cl (HCl), CC1=CC=C(C=C1)C1(OCCO1)CCCOCCC1=CC=CC=C1 (2-(4-methylphenyl)-2-[3-(phenylethoxy)propyl]-1,3-dioxolane). As a reaction SMILES: Cl.[CH3:2][C:3]1[CH:8]=[CH:7][C:6]([C:9]2([CH2:14][CH2:15][CH2:16][O:17][CH2:18][CH2:19][C:20]3[CH:25]=[CH:24][CH:23]=[CH:22][CH:21]=3)OCC[O:10]2)=[CH:5][CH:4]=1>C1COCC1>[CH3:2][C:3]1[CH:4]=[CH:5][C:6]([C:9](=[O:10])[CH2:14][CH2:15][CH2:16][O:17][CH2:18][CH2:19][C:20]2[CH:21]=[CH:22][CH:23]=[CH:24][CH:25]=2)=[CH:7][CH:8]=1. Reported procedure: This compound was synthesized as described under 5.c) with 2.3 ml of HCl (1N), 2.05 g (6.3 mmol) of 2-(4-methylphenyl)-2-[3-(phenylethoxy)propyl]-1,3-dioxolane obtained under a) in 50 ml of THF for 3 h to give 1.81 g (99%) of a slightly yellow oil that solidifies at 4° C. Reactants: C(C1=CC=CC=C1)OC(=O)NC=1C(=NC2=CC(=CC=C2C1)C=1CCOCC1)C(=O)NC=1C=NC=CC1N1C[C@H]([C@H]([C@H](C1)C)NC(OC)=O)NC(OC(C)(C)C)=O (tert-butyl methyl {(3R,4S,5S)-1-[3-({[3-{[(benzyloxy)carbonyl]amino}-7-(3,6-dihydro-2H-pyran-4-yl)quinolin-2-yl]carbonyl}amino)pyridin-4-yl]-5-methylpiperidine-3,4-diyl}biscarbamate). The reagents and catalysts are [Pd] (Pd on carbon). Solvent: CO (MeOH), C1CCOC1 (THF). Conditions: time 20 hour. The product is N[C@@H]1CN(C[C@@H]([C@@H]1NC(OC)=O)C)C1=C(C=NC=C1)NC(=O)C1=NC2=CC(=CC=C2C=C1N)C1CCOCC1 (Methyl {(3R,4S,5S)-3-amino-1-[3-({[3-amino-7-(tetrahydro-2H-pyran-4-yl)quinolin-2-yl]carbonyl}amino)pyridin-4-yl]-5-methylpiperidin-4-yl}carbamate). The yield is 59.4%. RXN SMILES: C(OC([NH:11][C:12]1[C:13]([C:28]([NH:30][C:31]2[CH:32]=[N:33][CH:34]=[CH:35][C:36]=2[N:37]2[CH2:42][C@H:41]([CH3:43])[C@H:40]([NH:44][C:45](=[O:48])[O:46][CH3:47])[C@H:39]([NH:49]C(=O)OC(C)(C)C)[CH2:38]2)=[O:29])=[N:14][C:15]2[C:20]([CH:21]=1)=[CH:19][CH:18]=[C:17]([C:22]1[CH2:23][CH2:24][O:25][CH2:26][CH:27]=1)[CH:16]=2)=O)C1C=CC=CC=1>CO.C1COCC1.[Pd]>[NH2:49][C@H:39]1[C@@H:40]([NH:44][C:45](=[O:48])[O:46][CH3:47])[C@@H:41]([CH3:43])[CH2:42][N:37]([C:36]2[CH:35]=[CH:34][N:33]=[CH:32][C:31]=2[NH:30][C:28]([C:13]2[C:12]([NH2:11])=[CH:21][C:20]3[C:15](=[CH:16][C:17]([CH:22]4[CH2:27][CH2:26][O:25][CH2:24][CH2:23]4)=[CH:18][CH:19]=3)[N:14]=2)=[O:29])[CH2:38]1. Procedure: To a solution of tert-butyl methyl {(3R,4S,5S)-1-[3-({[3-{[(benzyloxy)carbonyl]amino}-7-(3,6-dihydro-2H-pyran-4-yl)quinolin-2-yl]carbonyl}amino)pyridin-4-yl]-5-methylpiperidine-3,4-diyl}biscarbamate (63 mg, 0.082 mmol) in MeOH (2.0 mL) and THF (1.0 mL), 10% Pd on carbon (16 mg) was added. The reaction mixture was deoxygenated under reduced pressure and hydrogen was introduced via a balloon. The reaction mixture was stirred at room temperature under hydrogen for 20 h. The mixture was filtered and... Reactants: ClCCl, O=[Cr](=O)([O-])Cl, CCOC(=O)C1(CO)CCC1, c1cc[nH+]cc1. Yields the product CCOC(=O)C1(C=O)CCC1. Reaction SMILES: [Cl:23][CH2:24][Cl:25].[O:12]=[Cr:13]([Cl:14])([O-:15])=[O:16].[OH:1][CH2:2][C:3]1([C:7](=[O:8])[O:9][CH2:10][CH3:11])[CH2:4][CH2:5][CH2:6]1.[nH+:17]1[cH:18][cH:19][cH:20][cH:21][cH:22]1>>[O:1]=[CH:2][C:3]1([C:7](=[O:8])[O:9][CH2:10][CH3:11])[CH2:4][CH2:5][CH2:6]1. The reactants are FC1=C(C=C(O[C@H](CCCC=O)C(=O)N2C(OC[C@@H]2C(C)C)=O)C=C1)C ((R)-5-(4-fluoro-3-methylphenoxy)-6-((S)-4-isopropyl-2-oxooxazolidin-3-yl)-6-oxohexanal), FC1=C(C=C(CN)C=C1)C (4-Fluoro-3-methyl-benzylamine), [BH-](OC(=O)C)(OC(=O)C)OC(=O)C.[Na+] (NaBH(OAc)3), CC(=O)O (AcOH). Solvent: ClCCCl (DCE). Run at time 8 hour. The product is FC1=C(C=C(CNCCCC[C@H](C(=O)N2C(OC[C@@H]2C(C)C)=O)OC2=CC(=C(C=C2)F)C)C=C1)C ((S)-3-((R)-6-(4-Fluoro-3-methylbenzylamino)-2-(4-fluoro-3-methylphenoxy)hexanoyl)-4-isopropyloxazolidin-2-one). Reaction SMILES: [F:1][C:2]1[CH:25]=[CH:24][C:5]([O:6][C@@H:7]([C:13]([N:15]2[C@@H:19]([CH:20]([CH3:22])[CH3:21])[CH2:18][O:17][C:16]2=[O:23])=[O:14])[CH2:8][CH2:9][CH2:10][CH:11]=O)=[CH:4][C:3]=1[CH3:26].[F:27][C:28]1[CH:35]=[CH:34][C:31]([CH2:32][NH2:33])=[CH:30][C:29]=1[CH3:36].[BH-](OC(C)=O)(OC(C)=O)OC(C)=O.[Na+].CC(O)=O>ClCCCl>[F:27][C:28]1[CH:35]=[CH:34][C:31]([CH2:32][NH:33][CH2:11][CH2:10][CH2:9][CH2:8][C@@H:7]([O:6][C:5]2[CH:24]=[CH:25][C:2]([F:1])=[C:3]([CH3:26])[CH:4]=2)[C:13]([N:15]2[C@@H:19]([CH:20]([CH3:22])[CH3:21])[CH2:18][O:17][C:16]2=[O:23])=[O:14])=[CH:30][C:29]=1[CH3:36] |f:2.3|. Procedure: To a solution of (R)-5-(4-fluoro-3-methylphenoxy)-6-((S)-4-isopropyl-2-oxooxazolidin-3-yl)-6-oxohexanal (70 mg, 0.19 mmol) in 3 mL DCE was added 4-Fluoro-3-methyl-benzylamine (32 mg, 0.23 mmol) followed by NaBH(OAc)3 (56 mg, 0.26 mmol) and AcOH (13.8 mg, 0.23 mmol) at room temperature. The mixture was stirred for 8 h at the room temperature. The reaction was quenched by pouring into 20 mL 5% aqueous NaOH and diluted with ethyl acetate. The mixture was extracted with more ethyl acetate (3×15 mL) ... The reactants are C(C)O (ethanol), C(C1=CC=CC=C1)N1C=CC=2C(=CC=CC12)C=O (1-benzylindole-4-carbaldehyde), N1CCCCC1 (piperidine), S1C(NC(C1)=O)=O (2,4-thiazolidinedione). The solvent is C(C)OCC (diethyl ether). Conditions: temperature 0 celsius, time 1 hour. Yields the product C(C1=CC=CC=C1)N1C=CC2=C(C=CC=C12)C=C1C(NC(S1)=O)=O (5-(1-benzylindol-4-yl)methylene-2,4-thiazolidinedione). Isolated yield 76.0%. As a reaction SMILES: C(O)C.[CH2:4]([N:11]1[C:19]2[CH:18]=[CH:17][CH:16]=[C:15]([CH:20]=O)[C:14]=2[CH:13]=[CH:12]1)[C:5]1[CH:10]=[CH:9][CH:8]=[CH:7][CH:6]=1.N1CCCCC1.[S:28]1[CH2:32][C:31](=[O:33])[NH:30][C:29]1=[O:34]>C(OCC)C>[CH2:4]([N:11]1[C:19]2[C:14](=[C:15]([CH:20]=[C:32]3[S:28][C:29](=[O:34])[NH:30][C:31]3=[O:33])[CH:16]=[CH:17][CH:18]=2)[CH:13]=[CH:12]1)[C:5]1[CH:6]=[CH:7][CH:8]=[CH:9][CH:10]=1. Procedure: To 60 ml of ethanol, there were dissolved 3.00 g of 1-benzylindole-4-carbaldehyde prepared in Example 1 and 0.22 g of piperidine, followed by addition of 2.99 g of 2,4-thiazolidinedione to the resulting solution and heating the mixture under reflux for 24 hours. To the reaction solution, there was added 120 ml of diethyl ether and the mixture was stirred at 0° C. for one hour. The crystals precipitated were filtered off and washed with a diethyl ether/ethanol (2:1) mixed solvent. The crystals we... Reactants: [H-], [Na+], CN(C)C=O, COC(=O)c1sc2ccc(O)cc2c1C, ClCc1cccc(OCc2ccc3ccccc3n2)c1. The product is COC(=O)c1sc2ccc(OCc3cccc(OCc4ccc5ccccc5n4)c3)cc2c1C. RXN SMILES: [H-:16].[Na+:17].[O:38]=[CH:39][N:40]([CH3:41])[CH3:42].[OH:1][c:2]1[cH:3][c:4]2[c:5]([s:6][c:7]([C:10](=[O:11])[O:12][CH3:13])[c:8]2[CH3:9])[cH:14][cH:15]1.[n:18]1[c:19]([CH2:28][O:29][c:30]2[cH:31][c:32]([CH2:33][Cl:34])[cH:35][cH:36][cH:37]2)[cH:20][cH:21][c:22]2[cH:23][cH:24][cH:25][cH:26][c:27]12>>[O:1]([c:2]1[cH:3][c:4]2[c:5]([s:6][c:7]([C:10](=[O:11])[O:12][CH3:13])[c:8]2[CH3:9])[cH:14][cH:15]1)[CH2:33][c:32]1[cH:31][c:30]([O:29][CH2:28][c:19]2[n:18][c:27]3[c:22]([cH:21][cH:20]2)[cH:23][cH:24][cH:25][cH:26]3)[cH:37][cH:36][cH:35]1. Yields the product C(C)(C)(C)C1=CN(/C(/S1)=N/C(C1=C(C=CC(=C1)Cl)OC)=O)C[C@H]1OCCC1 (N-[(2Z)-5-tert-butyl-3-[(2S)-tetrahydrofuran-2-ylmethyl]-1,3-thiazol-2(3H)-ylidene]-5-chloro-2-methoxybenzamide). Reactants: C(C)(C)(C)C1=CN(C(S1)=N)C[C@H]1OCCC1 (5-tert-Butyl-3-[(S)-1-(tetrahydro-furan-2-yl)methyl]-3H-thiazol-2-ylideneamine), ClC=1C=CC(=C(C(=O)O)C1)OC (5-chloro-2-methoxy-benzoic acid). Procedure details: The products from Example 315A and 5-chloro-2-methoxy-benzoic acid were processed using the method described in Example 300 to afford the title compound. 1H NMR (300 MHz, CDCl3) δ ppm 1.35 (s, 9H), 1.62-1.95 (m, 3H), 2.00-2.12 (m, 1H), 3.72-3.87 (m, 2H), 3.90 (s, 3H), 4.18-4.34 (m, 2H), 4.42 (dd, J=12.0, 2.4 Hz, 1H), 6.86 (s, 1H), 6.90 (d, J=8.8 Hz, 1H), 7.32 (dd, J=8.8, 2.7 Hz, 1H), 7.95 (d, J=2.7 Hz, 1H). MS (ESI+) m/z 409 (M+H)+. RXN SMILES: [C:1]([C:5]1[S:9][C:8](=[NH:10])[N:7]([CH2:11][C@@H:12]2[CH2:16][CH2:15][CH2:14][O:13]2)[CH:6]=1)([CH3:4])([CH3:3])[CH3:2].[Cl:17][C:18]1[CH:19]=[CH:20][C:21]([O:27][CH3:28])=[C:22]([CH:26]=1)[C:23](O)=[O:24]>>[C:1]([C:5]1[S:9]/[C:8](=[N:10]\[C:23](=[O:24])[C:22]2[CH:26]=[C:18]([Cl:17])[CH:19]=[CH:20][C:21]=2[O:27][CH3:28])/[N:7]([CH2:11][C@@H:12]2[CH2:16][CH2:15][CH2:14][O:13]2)[CH:6]=1)([CH3:4])([CH3:2])[CH3:3]. Reactants: [Br-], C#C[Mg+], CCN(CC)c1ccc(C=O)cc1C(C)(C)C, C1CCOC1, [Cl-], [NH4+]. The product is C#CC(O)c1ccc(N(CC)CC)c(C(C)(C)C)c1. RXN SMILES: [Br-:18].[C:19](#[CH:20])[Mg+:21].[C:1]([CH3:2])([CH3:3])([CH3:4])[c:5]1[cH:6][c:7]([CH:8]=[O:9])[cH:10][cH:11][c:12]1[N:13]([CH2:14][CH3:15])[CH2:16][CH3:17].[CH2:24]1[O:25][CH2:26][CH2:27][CH2:28]1.[Cl-:22].[NH4+:23]>>[C:1]([CH3:2])([CH3:3])([CH3:4])[c:5]1[cH:6][c:7]([CH:8]([OH:9])[C:19]#[CH:20])[cH:10][cH:11][c:12]1[N:13]([CH2:14][CH3:15])[CH2:16][CH3:17].